This data is from the Open Reaction Database (ORD), a public repository of structured organic reaction records. The task is: describe an organic reaction: reactants, conditions, products, and yield Reactants: BrC1=CC=C2CC(N(CC2=C1)C1=NC(=NC(=C1)N1CCN(CC1)C)N)C (4-(7-bromo-3-methyl-3,4-dihydroisoquinolin-2(1H)-yl)-6-(4-methylpiperazin-1-yl)pyrimidin-2-amine), CC1(OB(OC1(C)C)C=1C=NN(C1)CCC#N)C (3-[4-(4,4,5,5-tetramethyl-1,3,2-dioxaborolan-2-yl)-1H-pyrazol-1-yl]propanenitrile), C([O-])(O)=O.[Na+] (sodium bicarbonate), O1CCOCC1 (1,4-dioxane). Reagents/catalysts: C=1C=CC(=CC1)[P](C=2C=CC=CC2)(C=3C=CC=CC3)[Pd]([P](C=4C=CC=CC4)(C=5C=CC=CC5)C=6C=CC=CC6)([P](C=7C=CC=CC7)(C=8C=CC=CC8)C=9C=CC=CC9)[P](C=1C=CC=CC1)(C=1C=CC=CC1)C=1C=CC=CC1 (tetrakis(triphenylphosphine)palladium(0)). Run in CO (methanol), O (water). Reaction conditions: temperature 90 celsius, time 8 hour. Product: NC1=NC(=CC(=N1)N1CC2=CC(=CC=C2CC1C)C=1C=NN(C1)CCC#N)N1CCN(CC1)C (3-(4-{2-[2-amino-6-(4-methylpiperazin-1-yl)pyrimidin-4-yl]-3-methyl-1,2,3,4-tetrahydroisoquinolin-7-yl}-1H-pyrazol-1-yl)propanenitrile). Isolated yield 73.5%. As a reaction SMILES: Br[C:2]1[CH:11]=[C:10]2[C:5]([CH2:6][CH:7]([CH3:26])[N:8]([C:12]3[CH:17]=[C:16]([N:18]4[CH2:23][CH2:22][N:21]([CH3:24])[CH2:20][CH2:19]4)[N:15]=[C:14]([NH2:25])[N:13]=3)[CH2:9]2)=[CH:4][CH:3]=1.CC1(C)C(C)(C)OB([C:35]2[CH:36]=[N:37][N:38]([CH2:40][CH2:41][C:42]#[N:43])[CH:39]=2)O1.C(=O)(O)[O-].[Na+].O1CCOCC1>CO.C1C=CC([P]([Pd]([P](C2C=CC=CC=2)(C2C=CC=CC=2)C2C=CC=CC=2)([P](C2C=CC=CC=2)(C2C=CC=CC=2)C2C=CC=CC=2)[P](C2C=CC=CC=2)(C2C=CC=CC=2)C2C=CC=CC=2)(C2C=CC=CC=2)C2C=CC=CC=2)=CC=1.O>[NH2:25][C:14]1[N:13]=[C:12]([N:8]2[CH:7]([CH3:26])[CH2:6][C:5]3[C:10](=[CH:11][C:2]([C:35]4[CH:36]=[N:37][N:38]([CH2:40][CH2:41][C:42]#[N:43])[CH:39]=4)=[CH:3][CH:4]=3)[CH2:9]2)[CH:17]=[C:16]([N:18]2[CH2:19][CH2:20][N:21]([CH3:24])[CH2:22][CH2:23]2)[N:15]=1 |f:2.3,^1:61,63,82,101|. Reported procedure: A mixture of 4-(7-bromo-3-methyl-3,4-dihydroisoquinolin-2(1H)-yl)-6-(4-methylpiperazin-1-yl)pyrimidin-2-amine (15 mg, 0.036 mmol; Peak 1, Example 49, Step 7), 3-[4-(4,4,5,5-tetramethyl-1,3,2-dioxaborolan-2-yl)-1H-pyrazol-1-yl]propanenitrile (13 mg, 0.054 mmol), tetrakis(triphenylphosphine)palladium(0) (2.1 mg, 0.0018 mmol), and sodium bicarbonate (9.0 mg, 0.11 mmol) in a solution of 1,4-dioxane (0.2 mL) and water (0.1 mL) in a reaction vial was stirred at 90° C. overnight. After cooling it was d... The reactants are [Si](C)(C)(C(C)(C)C)O[C@@H](\C=N/[S@@](=O)C(C)(C)C)CO[Si](C)(C)C(C)(C)C ((S,Z)—N—((S)-2,3-bis(tert-butyldimethylsilyloxy)propylidene)-2-methylpropane-2-sulfinamide), C(=C)[Mg]Br (vinylmagnesium bromide), CN(C)CCN(C)C (TMEDA). The solvent is C1CCOC1 (THF), C1CCOC1 (THF). Reaction conditions: temperature -78 celsius, time 5 minute. The product is [Si](C)(C)(C(C)(C)C)OC[C@H]([C@H](C=C)N[S@@](=O)C(C)(C)C)O[Si](C)(C)C(C)(C)C ((S)—N-((2S,3S)-1,2-bis(tert-butyldimethylsilyloxy)pent-4-en-3-yl)-2-methylpropane-2-sulfinamide), [Si](C)(C)(C(C)(C)C)OC[C@H]([C@@H](C=C)N[S@@](=O)C(C)(C)C)O[Si](C)(C)C(C)(C)C ((S)—N-((2S,3R)-1,2-bis(tert-butyldimethylsilyloxy)pent-4-en-3-yl)-2-methylpropane-2-sulfinamide). The yield is 54.0%. RXN SMILES: [CH:1]([Mg]Br)=[CH2:2].CN([CH2:8][CH2:9]N(C)C)C.[Si:13]([O:20][C@H:21]([CH2:30][O:31][Si:32]([C:35]([CH3:38])([CH3:37])[CH3:36])([CH3:34])[CH3:33])/[CH:22]=[N:23]\[S@:24]([C:26]([CH3:29])([CH3:28])[CH3:27])=[O:25])([C:16]([CH3:19])([CH3:18])[CH3:17])([CH3:15])[CH3:14]>C1COCC1>[Si:32]([O:31][CH2:30][C@@H:21]([O:20][Si:13]([C:16]([CH3:19])([CH3:17])[CH3:18])([CH3:15])[CH3:14])[C@@H:22]([NH:23][S@:24]([C:26]([CH3:27])([CH3:28])[CH3:29])=[O:25])[CH:1]=[CH2:2])([C:35]([CH3:38])([CH3:37])[CH3:36])([CH3:33])[CH3:34].[Si:32]([O:31][CH2:30][C@@H:21]([O:20][Si:13]([C:16]([CH3:19])([CH3:17])[CH3:18])([CH3:15])[CH3:14])[C@H:22]([NH:23][S@:24]([C:26]([CH3:27])([CH3:28])[CH3:29])=[O:25])[CH:8]=[CH2:9])([C:35]([CH3:38])([CH3:37])[CH3:36])([CH3:33])[CH3:34]. Reported procedure: To a 2.0 L round bottom flask containing vinylmagnesium bromide (92 ml, 92 mmol) was added THF (40 mL) and the mixture was allowed to stir at −78° C. for 5 min. At this time, TMEDA (23 ml, 154 mmol) was added via syringe followed by (S,Z)—N—((S)-2,3-bis(tert-butyldimethylsilyloxy)propylidene)-2-methylpropane-2-sulfinamide (13.0 g, 31 mmol) in THF. The reaction was allowed to stir at −78° C. for 4 h and then allowed to slowly warm to RT overnight. The reaction was quenched by the addition of ammo... Reactants: C(CCC)C1=NC2=C(N1CC1=CC=C(C=C1)C=1C(=CC=CC1)C(=O)OC(C)(C)C)C=CC(=C2)NC=O (tert.butyl 4'-[(2-n-butyl-5-formylamino-benzimidazol-1-yl)-methyl]biphenyl-2-carboxylate), FC(C(=O)O)(F)F (trifluoroacetic acid). The product is C(CCC)C1=NC2=C(N1CC1=CC=C(C=C1)C=1C(=CC=CC1)C(=O)O)C=CC(=C2)NC=O (4'-[(2-n-Butyl-5-formylamino-benzimidazol-1-yl)-methyl]biphenyl-2-carboxylic acid). Reaction SMILES: [CH2:1]([C:5]1[N:9]([CH2:10][C:11]2[CH:16]=[CH:15][C:14]([C:17]3[C:18]([C:23]([O:25]C(C)(C)C)=[O:24])=[CH:19][CH:20]=[CH:21][CH:22]=3)=[CH:13][CH:12]=2)[C:8]2[CH:30]=[CH:31][C:32]([NH:34][CH:35]=[O:36])=[CH:33][C:7]=2[N:6]=1)[CH2:2][CH2:3][CH3:4].FC(F)(F)C(O)=O>>[CH2:1]([C:5]1[N:9]([CH2:10][C:11]2[CH:12]=[CH:13][C:14]([C:17]3[C:18]([C:23]([OH:25])=[O:24])=[CH:19][CH:20]=[CH:21][CH:22]=3)=[CH:15][CH:16]=2)[C:8]2[CH:30]=[CH:31][C:32]([NH:34][CH:35]=[O:36])=[CH:33][C:7]=2[N:6]=1)[CH2:2][CH2:3][CH3:4]. Procedure: Prepared in analogous manner to Example 9 from tert.butyl 4'-[(2-n-butyl-5-formylamino-benzimidazol-1-yl)-methyl]biphenyl-2-carboxylate and trifluoroacetic acid.